This data is from the Open Reaction Database (ORD), a public repository of structured organic reaction records. The task is: describe an organic reaction: reactants, conditions, products, and yield Reactants: Sodium hydrite, ClC1=C(CNN2C(=NC3=C2C=C(C=C3)C(=O)OCC)O)C=CC(=C1)Cl (1-(2,4-dichlorobenzylamino)-2-hydroxy-6-(ethoxycarbonyl)benzimidazole), CI (Methyl iodide). Solvent: CN(C)C=O (N,N′-dimethylformamide). Reaction conditions: time 1 hour. Yields the product ClC1=C(CNN2C(N(C3=C2C=C(C=C3)C(=O)OCC)C)=O)C=CC(=C1)Cl (1-(2,4-Dichlorobenzylamino)-6-(ethoxycarbonyl)-3-methyl-2-benzimidazolone). Isolated yield 84.8%. RXN SMILES: [Cl:1][C:2]1[CH:24]=[C:23]([Cl:25])[CH:22]=[CH:21][C:3]=1[CH2:4][NH:5][N:6]1[C:10]2[CH:11]=[C:12]([C:15]([O:17][CH2:18][CH3:19])=[O:16])[CH:13]=[CH:14][C:9]=2[N:8]=[C:7]1[OH:20].[CH3:26]I>CN(C=O)C>[Cl:1][C:2]1[CH:24]=[C:23]([Cl:25])[CH:22]=[CH:21][C:3]=1[CH2:4][NH:5][N:6]1[C:10]2[CH:11]=[C:12]([C:15]([O:17][CH2:18][CH3:19])=[O:16])[CH:13]=[CH:14][C:9]=2[N:8]([CH3:26])[C:7]1=[O:20]. Procedure: Sodium hydrite (0.080 g, 60% suspension in oil) was added to a solution of 1-(2,4-dichlorobenzylamino)-2-hydroxy-6-(ethoxycarbonyl)benzimidazole (0.396 g) in N,N′-dimethylformamide (4 ml), and the mixture was stirred at room temperature for 1 hr. Methyl iodide (0.307 g) was added, and the mixture was stirred for 2 hr. The precipitated crystals were collected by filtration, washed with water and ethanol and dried to give the objective compound (0.348 g).